This data is from the Open Reaction Database (ORD), a public repository of structured organic reaction records. The task is: describe an organic reaction: reactants, conditions, products, and yield Starting materials: C(C)OC(\C=C(\C=C\C1=C(CCCC1)C1=CC=2C(CCC(C2C=C1)(C)C)(C)C)/C)=O (E,E-3-Methyl-5-[2-(5,6,7,8-tetrahydro-5,5,8,8-tetramethyl-2-naphthalenyl)-1-cyclohexen-1-yl]-2,4-pentadienoic Acid Ethyl Ester), Cl (hydrochloric acid), [OH-].[K+] (potassium hydroxide), C(Cl)Cl (methylene chloride). Solvent: CO (methyl alcohol). Yields the product C\C(=C/C(=O)O)\C=C\C1=C(CCCC1)C1=CC=2C(CCC(C2C=C1)(C)C)(C)C (E,E-3-Methyl-5-[2-(5,6,7,8-tetrahydro-5,5,8,8-tetramethyl-2-naphthalenyl)-1-cyclohexen-1-yl]-2,4-pentadienoic Acid). Reaction SMILES: C([O:3][C:4](=[O:30])/[CH:5]=[C:6](\[CH3:29])/[CH:7]=[CH:8]/[C:9]1[CH2:14][CH2:13][CH2:12][CH2:11][C:10]=1[C:15]1[CH:24]=[CH:23][C:22]2[C:21]([CH3:26])([CH3:25])[CH2:20][CH2:19][C:18]([CH3:28])([CH3:27])[C:17]=2[CH:16]=1)C.[OH-].[K+].C(Cl)Cl.Cl>CO>[CH3:29]/[C:6](/[CH:7]=[CH:8]/[C:9]1[CH2:14][CH2:13][CH2:12][CH2:11][C:10]=1[C:15]1[CH:24]=[CH:23][C:22]2[C:21]([CH3:26])([CH3:25])[CH2:20][CH2:19][C:18]([CH3:28])([CH3:27])[C:17]=2[CH:16]=1)=[CH:5]\[C:4]([OH:30])=[O:3] |f:1.2|. Reported procedure: The mixed (15:2) ester product from Example 1 is combined with 5 ml of 2N aqueous potassium hydroxide in 10 ml of methyl alcohol and stirred at reflux temperature for 3 hours. The reaction mixture is cooled to room temperature, poured into a mixture of ice and methylene chloride, and acidified to pH 3 with 3N hydrochloric acid. The organic layers are combined, dried over sodium sulfate and evaporated to give a light yellow solid. The solid is recrystallized form absolute ethyl alcohol to give 0.... The reactants are C1(CCCC1)C1=NC(=CC(=N1)CC1=CC=C(C=C1)CC(=O)O)CC (2-(4-((2-cyclopentyl-6-ethylpyrimidin-4-yl)methyl)phenyl)acetic acid), S(C)C (SMe2). Run in C1CCOC1 (THF), CO (methanol). Yields the product C1(CCCC1)C1=NC(=CC(=N1)CC1=CC=C(C=C1)CCO)CC (2-(4-((2-Cyclopentyl-6-ethylpyrimidin-4-yl)methyl)phenyl)ethanol). The yield is 27.9%. As a reaction SMILES: [CH:1]1([C:6]2[N:11]=[C:10]([CH2:12][C:13]3[CH:18]=[CH:17][C:16]([CH2:19][C:20](O)=[O:21])=[CH:15][CH:14]=3)[CH:9]=[C:8]([CH2:23][CH3:24])[N:7]=2)[CH2:5][CH2:4][CH2:3][CH2:2]1.S(C)C>C1COCC1.CO>[CH:1]1([C:6]2[N:11]=[C:10]([CH2:12][C:13]3[CH:14]=[CH:15][C:16]([CH2:19][CH2:20][OH:21])=[CH:17][CH:18]=3)[CH:9]=[C:8]([CH2:23][CH3:24])[N:7]=2)[CH2:2][CH2:3][CH2:4][CH2:5]1. Reported procedure: A solution of 2-(4-((2-cyclopentyl-6-ethylpyrimidin-4-yl)methyl)phenyl)acetic acid (0.050 g, 0.15 mmol) in THF (5 mL) at rt under a nitrogen atmosphere was treated with BH3.SMe2 (0.047 g, 0.62 mmol) and the mixture was heated at 55° C. for 4 h. After this time, the mixture was cooled, diluted with methanol, and concentrated. The residue was purified by column chromatography (silica, hexanes/ethyl acetate) to afford the title compound (0.013 g, 30%) as a yellow oil. MW=310.43. 1H NMR (DMSO-d6, 50... Starting materials: [Cl-].[NH4+] (ammonium chloride), ClC=1C(=NC=CN1)SC1=C(C=C(CO)C=C1)[N+](=O)[O-] (4-[(3-chloropyrazin-2-yl)thio]-3-nitrobenzyl alcohol). Reagents/catalysts: [Fe] (iron). The solvent is O1CCCC1 (tetrahydrofuran), CC(C)O (2-propanol), O (water). The product is NC=1C=C(CO)C=CC1SC1=NC=CN=C1Cl (3-Amino-4-[(3-chloropyrazin-2-yl)thio]benzyl alcohol). The yield is 102.2%. As a reaction SMILES: [Cl:1][C:2]1[C:3]([S:8][C:9]2[CH:16]=[CH:15][C:12]([CH2:13][OH:14])=[CH:11][C:10]=2[N+:17]([O-])=O)=[N:4][CH:5]=[CH:6][N:7]=1.[Cl-].[NH4+]>O1CCCC1.CC(O)C.O.[Fe]>[NH2:17][C:10]1[CH:11]=[C:12]([CH:15]=[CH:16][C:9]=1[S:8][C:3]1[C:2]([Cl:1])=[N:7][CH:6]=[CH:5][N:4]=1)[CH2:13][OH:14] |f:1.2|. Procedure: 1.60 g of 4-[(3-chloropyrazin-2-yl)thio]-3-nitrobenzyl alcohol was dissolved in a solvent mixture of tetrahydrofuran (20 ml)/2-propanol (20 ml)/water (7 ml). After adding 0.16 g of ammonium chloride and 1.50 g of iron powder, the resulting mixture was heated under reflux for 30 minutes. Then the reaction mixture was filtered through celite and concentrated under reduced pressure. After adding ethanol, the reaction mixture was concentrated under reduced pressure. Then tetrahydrofuran was added to... The reactants are ClC=1C(N(C(=CC1O)C)C1=CC(=NC=C1C)C1=NC(=NC=C1)C(C)(C)O)=O (3-chloro-4-hydroxy-2′-(2-(2-hydroxypropan-2-yl)pyrimidin-4-yl)-5′,6-dimethyl-2H-[1,4′-bipyridin]-2-one), BrCC=1C=NC=C(C1)C (3-(bromomethyl)-5-methylpyridine), C([O-])([O-])=O.[K+].[K+] (potassium carbonate), C(C)(=O)OCC.CCCCCCC (ethyl acetate heptane). The reagents and catalysts are C1COCCOCCOCCOCCOCCO1 (18-crown-6). Solvent: CN(C=O)C (N,N-dimethylformamide). Run at time 18 hour. Yields the product ClC=1C(N(C(=CC1OCC=1C=NC=C(C1)C)C)C1=CC(=NC=C1C)C1=NC(=NC=C1)C(C)(C)O)=O (3-chloro-2′-(2-(2-hydroxypropan-2-yl)pyrimidin-4-yl)-5′,6-dimethyl-4-((5-methylpyridin-3-yl)methoxy)-2H-[1,4′-bipyridin]-2-one). Isolated yield 71.3%. As a reaction SMILES: [Cl:1][C:2]1[C:3](=[O:27])[N:4]([C:10]2[C:15]([CH3:16])=[CH:14][N:13]=[C:12]([C:17]3[CH:22]=[CH:21][N:20]=[C:19]([C:23]([OH:26])([CH3:25])[CH3:24])[N:18]=3)[CH:11]=2)[C:5]([CH3:9])=[CH:6][C:7]=1[OH:8].Br[CH2:29][C:30]1[CH:31]=[N:32][CH:33]=[C:34]([CH3:36])[CH:35]=1.C(=O)([O-])[O-].[K+].[K+].C(OCC)(=O)C.CCCCCCC>CN(C)C=O.C1OCCOCCOCCOCCOCCOC1>[Cl:1][C:2]1[C:3](=[O:27])[N:4]([C:10]2[C:15]([CH3:16])=[CH:14][N:13]=[C:12]([C:17]3[CH:22]=[CH:21][N:20]=[C:19]([C:23]([OH:26])([CH3:24])[CH3:25])[N:18]=3)[CH:11]=2)[C:5]([CH3:9])=[CH:6][C:7]=1[O:8][CH2:29][C:30]1[CH:31]=[N:32][CH:33]=[C:34]([CH3:36])[CH:35]=1 |f:2.3.4,5.6|. Reported procedure: To the intermediate at Step F, a solution of 3-chloro-4-hydroxy-2′-(2-(2-hydroxypropan-2-yl)pyrimidin-4-yl)-5′,6-dimethyl-2H-[1,4′-bipyridin]-2-one (386 mg, 1.0 mmol) in N,N-dimethylformamide (1.7 mL) was added 3-(bromomethyl)-5-methylpyridine (205 mg, 1.1 mmol), potassium carbonate (0.35 g, 2.52 mmol) and 18-crown-6 (7 mg). The slurry was stirred at ambient temperature for 18 hours. The reaction was partitioned between ethyl acetate and water. The organic layer was washed with water and brine a...